This data is from the Open Reaction Database (ORD), a public repository of structured organic reaction records. The task is: describe an organic reaction: reactants, conditions, products, and yield Starting materials: C1=CC(=C(C(=C1)F)/C=N/NC(=O)C2=CC=NC=C2)F (isonicotinoylhydrazone of 2,6-difluorobenzaldehyde), C(C)(=O)OC(C)=O (acetic anhydride), C1NN=CO1 (Oxadiazoline). The product is FC1=C(C(=CC=C1)F)C1OC(=NN1C(C)=O)C1=CC=NC=C1 (2-(2,6-Difluorophenyl)-3-acetyl-5-(4-pyridyl)-1,3,4-oxadiazoline). The yield is 31.0%. As a reaction SMILES: [CH:1]1[CH:6]=[C:5]([F:7])[C:4](/[CH:8]=[N:9]/[NH:10][C:11]([C:13]2[CH:18]=[CH:17][N:16]=[CH:15][CH:14]=2)=[O:12])=[C:3]([F:19])[CH:2]=1.[C:20](OC(=O)C)(=[O:22])[CH3:21].C1OC=NN1>>[F:19][C:3]1[CH:2]=[CH:1][CH:6]=[C:5]([F:7])[C:4]=1[CH:8]1[N:9]([C:20](=[O:22])[CH3:21])[N:10]=[C:11]([C:13]2[CH:18]=[CH:17][N:16]=[CH:15][CH:14]=2)[O:12]1. Reported procedure: The title compound was prepared from the isonicotinoylhydrazone of 2,6-difluorobenzaldehyde and acetic anhydride, using the General Structural Outline for Oxadiazoline Synthesis in 31% yield, mp 119-121° C.; IR ν 1673, 1624, 1594, 1554, 1334, 1312, 1295, 1209, 1092, 1062, 1008, 988, 974, 886, 825, 790, 730, 703, 663, 632 cm−1; NMR (300 Mhz) δ 8.75 (2H, □□br d, J=6 cps), 7.75 (2H, d, J=6 cps), 7.65-7.15 (4H, m from which emerges singlet at 7.5), 2.2 (3H, s). The reactants are C(#N)C1=CC2=CC[C@H]3[C@@H]4CC[C@@H]([C@@]4(C)CC[C@@H]3[C@]2(CC1)C)C(SC1=NC=CC=C1)=O (S-2-pyridyl 3-cyanoandrosta-3,5-diene-17β-thiocarboxylate), C(C1=CC=CC=C1)NCC1=CC=CC=C1 (N,N-dibenzylamine). Product: C(C1=CC=CC=C1)N(C(=O)[C@@H]1[C@]2(C)[C@@H](CC1)[C@@H]1CC=C3C=C(CC[C@]3(C)[C@H]1CC2)C#N)CC2=CC=CC=C2 (N,N-Dibenzyl-3-cyanoandrosta-3,5-diene-17β-carboxamide). Isolated yield 80.0%. RXN SMILES: [C:1]([C:3]1[CH2:20][CH2:19][C@@:18]2([CH3:21])[C:5](=[CH:6][CH2:7][C@@H:8]3[C@@H:17]2[CH2:16][CH2:15][C@@:13]2([CH3:14])[C@H:9]3[CH2:10][CH2:11][C@@H:12]2[C:22](=[O:30])SC2C=CC=CN=2)[CH:4]=1)#[N:2].[CH2:31]([NH:38][CH2:39][C:40]1[CH:45]=[CH:44][CH:43]=[CH:42][CH:41]=1)[C:32]1[CH:37]=[CH:36][CH:35]=[CH:34][CH:33]=1>>[CH2:39]([N:38]([CH2:31][C:32]1[CH:37]=[CH:36][CH:35]=[CH:34][CH:33]=1)[C:22]([C@H:12]1[CH2:11][CH2:10][C@H:9]2[C@H:8]3[C@H:17]([CH2:16][CH2:15][C@:13]12[CH3:14])[C@:18]1([CH3:21])[C:5]([CH:4]=[C:3]([C:1]#[N:2])[CH2:20][CH2:19]1)=[CH:6][CH2:7]3)=[O:30])[C:40]1[CH:45]=[CH:44][CH:43]=[CH:42][CH:41]=1. Reported procedure: Following a procedure similar to that described in Example 3(b), but using S-2-pyridyl 3-cyanoandrosta-3,5-diene-17β-thiocarboxylate [prepared as described in Example 3(a)] and N,N-dibenzylamine as starting materials, in relative proportions similar to those used in that Example, the title compound was obtained in a yield of 80%. The product is Cc1c(-c2ccccc2)cc(-c2ccccc2)n1-c1ccc(OCCC(=O)O)cc1. Reaction SMILES: [CH2:34]1[O:35][CH2:36][CH2:37][CH2:38]1.[CH3:1][O:2][C:3]([CH2:4][CH2:5][O:6][c:7]1[cH:8][cH:9][c:10](-[n:13]2[c:14]([CH3:30])[c:15](-[c:24]3[cH:25][cH:26][cH:27][cH:28][cH:29]3)[cH:16][c:17]2-[c:18]2[cH:19][cH:20][cH:21][cH:22][cH:23]2)[cH:11][cH:12]1)=[O:31].[Li+:33].[OH-:32]>>[O:2]=[C:3]([CH2:4][CH2:5][O:6][c:7]1[cH:8][cH:9][c:10](-[n:13]2[c:14]([CH3:30])[c:15](-[c:24]3[cH:25][cH:26][cH:27][cH:28][cH:29]3)[cH:16][c:17]2-[c:18]2[cH:19][cH:20][cH:21][cH:22][cH:23]2)[cH:11][cH:12]1)[OH:31]. The reactants are C1CCOC1, COC(=O)CCOc1ccc(-n2c(-c3ccccc3)cc(-c3ccccc3)c2C)cc1, [Li+], [OH-]. Starting materials: COc1ccc(C(C)C#N)cc1CNC1CCCN(C(=O)OC(C)(C)C)C1c1ccccc1, CCOC(C)=O, Cl. Yields the product COc1ccc(C(C)C#N)cc1CNC1CCCNC1c1ccccc1. Reaction SMILES: [C:1]([O:2][C:3](=[O:4])[N:8]1[CH:9]([c:28]2[cH:29][cH:30][cH:31][cH:32][cH:33]2)[CH:10]([NH:14][CH2:15][c:16]2[c:17]([O:26][CH3:27])[cH:18][cH:19][c:20]([CH:22]([CH3:23])[C:24]#[N:25])[cH:21]2)[CH2:11][CH2:12][CH2:13]1)([CH3:5])([CH3:6])[CH3:7].[CH3:35][CH2:36][O:37][C:38]([CH3:39])=[O:40].[ClH:34]>>[NH:8]1[CH:9]([c:28]2[cH:29][cH:30][cH:31][cH:32][cH:33]2)[CH:10]([NH:14][CH2:15][c:16]2[c:17]([O:26][CH3:27])[cH:18][cH:19][c:20]([CH:22]([CH3:23])[C:24]#[N:25])[cH:21]2)[CH2:11][CH2:12][CH2:13]1. Reactants: BrC=1C=CC(=C(C1)C1C(C(OC(C1=O)(C)C)(C)C)=O)C (4-(5-bromo-2-methylphenyl)-2,2,6,6-tetramethylpyran-3,5-dione), CC=1N=CSC1 (4-methylthiazole), C1(=CC=CC=C1)P(C1=CC=CC=C1)C1=CC=CC=C1 (triphenylphosphine), [1,1-bis(diphenylphosphino)-ferrocene]palladium(II)chloride. The reagents and catalysts are C([O-])([O-])=O.[Ag+2] (silver carbonate). Procedure details: To a mixture of 4-(5-bromo-2-methylphenyl)-2,2,6,6-tetramethylpyran-3,5-dione (200 mg, 0.589 mmol), 4-methylthiazole (70 mg, 0.707 mmol), silver carbonate (814 mg, 2.94 mmol), triphenylphosphine (15 mg, 0.0589 mmol) and [1,1-bis(diphenylphosphino)-ferrocene]palladium(II)chloride (24 mg, 0.0294 mmol) is added a degassed solvent mixture of water/acetonitrile (1.5 ml, 1:1 ratio), followed by subsequent purging with nitrogen then heating at 65° C. for 65 hours with shaking. After cooling to room tem... Yield: 17.1%. Product: CC1=C(C=C(C=C1)C=1SC=C(N1)C)C1C(C(OC(C1=O)(C)C)(C)C)=O (4-[2-methyl-5-(4-methylthiazol-2-yl)phenyl]-2,2,6,6-tetramethylpyran-3,5-dione). Solvent: O.C(C)#N (water acetonitrile). Run at temperature 65 celsius. Reaction SMILES: Br[C:2]1[CH:3]=[CH:4][C:5]([CH3:20])=[C:6]([CH:8]2[C:13](=[O:14])[C:12]([CH3:16])([CH3:15])[O:11][C:10]([CH3:18])([CH3:17])[C:9]2=[O:19])[CH:7]=1.[CH3:21][C:22]1[N:23]=[CH:24][S:25][CH:26]=1.C1(P(C2C=CC=CC=2)C2C=CC=CC=2)C=CC=CC=1>C(=O)([O-])[O-].[Ag+2].O.C(#N)C>[CH3:20][C:5]1[CH:4]=[CH:3][C:2]([C:24]2[S:25][CH:26]=[C:22]([CH3:21])[N:23]=2)=[CH:7][C:6]=1[CH:8]1[C:13](=[O:14])[C:12]([CH3:16])([CH3:15])[O:11][C:10]([CH3:18])([CH3:17])[C:9]1=[O:19] |f:3.4,5.6|. The solvent is O (water). The product is CC1(C(N(CC(N1C)(C)C)CCOCC1OC1)=O)C (3,3,4,5,5-pentamethyl-1-[2-(oxirane-2-yl-methoxy)-ethyl]-piperazin-2-one). The reagents and catalysts are S(=O)(=O)(O)[O-].C(CCC)[N+](CCCC)(CCCC)CCCC (tetrabutylammonium hydrogen sulfate). Procedure: Following the procedure described in Example 7, 80 g (0.37 moles) of 1-(2-hydroxyethyl)-3,3,4,5,5-pentamethyl-piperazin-2-one are reacted with 118 g (1.28 moles) of epichlorohydrin in the presence of 13 g (38 mmoles of tetrabutylammonium hydrogen sulfate and 16.4 g (0.41 moles) of sodiumhydroxide dissolved in 41 ml of water. Reactants: OCCN1C(C(N(C(C1)(C)C)C)(C)C)=O (1-(2-hydroxyethyl)-3,3,4,5,5-pentamethyl-piperazin-2-one), C(Cl)C1CO1 (epichlorohydrin), [OH-].[Na+] (sodiumhydroxide). Reaction SMILES: [OH:1][CH2:2][CH2:3][N:4]1[CH2:9][C:8]([CH3:11])([CH3:10])[N:7]([CH3:12])[C:6]([CH3:14])([CH3:13])[C:5]1=[O:15].[CH2:16]([CH:18]1[O:20][CH2:19]1)Cl.[OH-].[Na+]>S([O-])(O)(=O)=O.C([N+](CCCC)(CCCC)CCCC)CCC.O>[CH3:13][C:6]1([CH3:14])[N:7]([CH3:12])[C:8]([CH3:10])([CH3:11])[CH2:9][N:4]([CH2:3][CH2:2][O:1][CH2:16][CH:18]2[CH2:19][O:20]2)[C:5]1=[O:15] |f:2.3,4.5|.